This data is from the Open Reaction Database (ORD), a public repository of structured organic reaction records. The task is: describe an organic reaction: reactants, conditions, products, and yield The reactants are COC(=O)c1sc(C)cc1Cl, ClC(Cl)(Cl)Cl, O=C1CCC(=O)N1Br. The product is COC(=O)c1sc(CBr)cc1Cl. RXN SMILES: [CH3:1][O:2][C:3](=[O:4])[c:5]1[s:6][c:7]([CH3:11])[cH:8][c:9]1[Cl:10].[Cl:20][C:21]([Cl:22])([Cl:23])[Cl:24].[O:12]=[C:13]1[N:14]([Br:19])[C:15](=[O:16])[CH2:17][CH2:18]1>>[CH3:1][O:2][C:3](=[O:4])[c:5]1[s:6][c:7]([CH2:11][Br:19])[cH:8][c:9]1[Cl:10]. Reactants: CC1(CCCCBr)OCCO1, O=C([O-])[O-], [Cs+], [Cs+], O=[N+]([O-])c1ccn[nH]1, N#N, O. The product is CC1(CCCCn2ccc([N+](=O)[O-])n2)OCCO1. Reaction SMILES: [Br:17][CH2:18][CH2:19][CH2:20][CH2:21][C:22]1([CH3:27])[O:23][CH2:24][CH2:25][O:26]1.[C:11](=[O:12])([O-:13])[O-:14].[Cs+:15].[Cs+:16].[N+:3](=[O:4])([O-:5])[c:6]1[cH:7][cH:8][n:9][nH:10]1.[N:1]#[N:2].[OH2:28]>>[N+:3](=[O:4])([O-:5])[c:6]1[cH:7][cH:8][n:9]([CH2:18][CH2:19][CH2:20][CH2:21][C:22]2([CH3:27])[O:23][CH2:24][CH2:25][O:26]2)[n:10]1. Reactants: C(C)(=O)NC1=CC=C(C(N1)=O)CC1=CC=C(C=C1)CC (6-(N-acetylamino)-3-(4-ethylbenzyl)-1H-pyridin-2-one), CC(=O)OC[C@@H]1[C@H]([C@@H]([C@H]([C@H](O1)Br)OC(=O)C)OC(=O)C)OC(=O)C (acetobromo-α-D-glucose). The reagents and catalysts are C([O-])([O-])=O.[Ag+2] (silver carbonate). Run in ClCCl (dichloromethane). Run at time 3 hour. Yields the product C(C)(=O)NC1=CC=C(C(=N1)O[C@H]1[C@H](OC(C)=O)[C@@H](OC(C)=O)[C@H](OC(C)=O)[C@H](O1)COC(C)=O)CC1=CC=C(C=C1)CC (6-(N-acetylamino)-2-(2,3,4,6-tetra-O-acetyl-β-D-gluco-pyranosyloxy)-3-(4-ethylbenzyl)pyridine). Isolated yield 107.2%. Reaction SMILES: [C:1]([NH:4][C:5]1[NH:10][C:9](=[O:11])[C:8]([CH2:12][C:13]2[CH:18]=[CH:17][C:16]([CH2:19][CH3:20])=[CH:15][CH:14]=2)=[CH:7][CH:6]=1)(=[O:3])[CH3:2].[CH3:21][C:22]([O:24][CH2:25][C@H:26]1[O:31][C@H:30](Br)[C@H:29]([O:33][C:34]([CH3:36])=[O:35])[C@@H:28]([O:37][C:38]([CH3:40])=[O:39])[C@@H:27]1[O:41][C:42]([CH3:44])=[O:43])=[O:23]>ClCCl.C(=O)([O-])[O-].[Ag+2]>[C:1]([NH:4][C:5]1[N:10]=[C:9]([O:11][C@@H:30]2[O:31][C@H:26]([CH2:25][O:24][C:22](=[O:23])[CH3:21])[C@@H:27]([O:41][C:42](=[O:43])[CH3:44])[C@H:28]([O:37][C:38](=[O:39])[CH3:40])[C@H:29]2[O:33][C:34](=[O:35])[CH3:36])[C:8]([CH2:12][C:13]2[CH:18]=[CH:17][C:16]([CH2:19][CH3:20])=[CH:15][CH:14]=2)=[CH:7][CH:6]=1)(=[O:3])[CH3:2] |f:3.4|. Reported procedure: To a solution of 6-(N-acetylamino)-3-(4-ethylbenzyl)-1H-pyridin-2-one (0.034 g) in dichloromethane (2.5 mL) were added acetobromo-α-D-glucose (0.10 g) and silver carbonate (0.17 g), and the mixture was stirred under shading for 3 hours at 50° C. The insoluble material was removed by filtration, and the filtrate was concentrated under reduced pressure. The residue was purified by preparative thin layer chromatography on silica gel (developing solvent: hexane/ethyl acetate=1/2) to give 6-(N-acetyl... The product is C(C)OC(=O)C1=C(C2=C(N=C(N=C2)C2=CC=CC=C2)N(C1=O)CC)N(CC)CC (5-diethylamino-7,8-dihydro-8-ethyl-7-oxo-2-phenylpyrido[2,3-d]-pyrimidine-6-carboxylic acid ethyl ester). RXN SMILES: [CH2:1]([O:3][C:4]([C:6]1[C:21](=[O:22])[N:20]([CH2:23][CH3:24])[C:9]2[N:10]=[C:11]([C:14]3[CH:19]=[CH:18][CH:17]=[CH:16][CH:15]=3)[N:12]=[CH:13][C:8]=2[C:7]=1Cl)=[O:5])[CH3:2].[CH2:26]([NH:28][CH2:29][CH3:30])[CH3:27]>C(O)C>[CH2:1]([O:3][C:4]([C:6]1[C:21](=[O:22])[N:20]([CH2:23][CH3:24])[C:9]2[N:10]=[C:11]([C:14]3[CH:19]=[CH:18][CH:17]=[CH:16][CH:15]=3)[N:12]=[CH:13][C:8]=2[C:7]=1[N:28]([CH2:29][CH3:30])[CH2:26][CH3:27])=[O:5])[CH3:2]. The reactants are C(C)OC(=O)C1=C(C2=C(N=C(N=C2)C2=CC=CC=C2)N(C1=O)CC)Cl (5-chloro-7,8-dihydro-8-ethyl-7-oxo-2-phenylpyrido[2,3-d]pyrimidine-6-carboxylic acid ethyl ester), C(C)NCC (diethylamine), product. Procedure details: Two grams (0.0056 mole) of 5-chloro-7,8-dihydro-8-ethyl-7-oxo-2-phenylpyrido[2,3-d]pyrimidine-6-carboxylic acid ethyl ester (prepared by the method of Example 3, first paragraph) and 0.82 g. (0.011 mole) of diethylamine were added together in ethanol in an autoclave and heated on a steam bath for 2 hours. The reaction mixture was then filtered and the filtrate chilled in ice. The precipitate which formed was collected on a suction filter. Recrystallization from ethyl acetate gave 0.8 g. of produ... Solvent: C(C)O (ethanol). The reactants are C1(=CC=CC=C1)S(=O)(=O)C1=CC(=NC(=C1)Br)Br (4-benzenesulphonyl-2,6-dibromopyridine), CNC (dimethylamine). Solvent: C(C)O (ethanol), C(C)O (ethanol), O1CCOCC1 (dioxan). The product is C1(=CC=CC=C1)S(=O)(=O)C1=CC(=NC(=C1)Br)N(C)C ((4-benzenesulphonyl-6-bromopyridin-2-yl) -dimethylamine). Isolated yield 88.0%. As a reaction SMILES: [C:1]1([S:7]([C:10]2[CH:15]=[C:14]([Br:16])[N:13]=[C:12](Br)[CH:11]=2)(=[O:9])=[O:8])[CH:6]=[CH:5][CH:4]=[CH:3][CH:2]=1.[CH3:18][NH:19][CH3:20]>C(O)C.O1CCOCC1>[C:1]1([S:7]([C:10]2[CH:15]=[C:14]([Br:16])[N:13]=[C:12]([N:19]([CH3:20])[CH3:18])[CH:11]=2)(=[O:9])=[O:8])[CH:6]=[CH:5][CH:4]=[CH:3][CH:2]=1. Reported procedure: 0.113 g (0.0003 mol) of 4-benzenesulphonyl-2,6-dibromopyridine and 0.54 ml of 5.6 M dimethylamine in ethanol were stirred at room temperature in a mixture of 3 ml of ethanol and 3 ml of dioxan for 5 hrs. After removal of the solvent the residue was chromatographed on silica gel with ethyl acetate/hexane 1:10. There was obtained 0.09 g (88%) of (4-benzenesulphonyl-6-bromopyridin-2-yl) -dimethylamine as white crystals; m.p. 128-130° C. Product: Cc1c(C(=O)CCCl)sc2ccc(F)cc12. Starting materials: [Al+3], CCOC(C)=O, [Cl-], [Cl-], [Cl-], O=C(Cl)CCCl, Cc1csc2ccc(F)cc12, S=C=S. Reaction SMILES: [Al+3:19].[CH3:25][CH2:26][O:27][C:28](=[O:29])[CH3:30].[Cl-:18].[Cl-:20].[Cl-:21].[Cl:12][CH2:13][CH2:14][C:15](=[O:16])[Cl:17].[F:1][c:2]1[cH:3][c:4]2[c:5]([s:6][cH:7][c:8]2[CH3:9])[cH:10][cH:11]1.[S:22]=[C:23]=[S:24]>>[F:1][c:2]1[cH:3][c:4]2[c:5]([s:6][c:7]([C:15]([CH2:14][CH2:13][Cl:12])=[O:16])[c:8]2[CH3:9])[cH:10][cH:11]1.